From a dataset of the Open Reaction Database (ORD), a public repository of structured organic reaction records. describe an organic reaction: reactants, conditions, products, and yield Reactants: [F-].C(CCC)[N+](CCCC)(CCCC)CCCC (tetrabutylammonium fluoride), C(C)(C)(C)[Si](OCCN1N=C(C=C1C)C=1C=CC(=C(C1)NC(=O)C1=CNC(C[C@H]1C1=CC=C(C=C1)F)=O)C)(C)C ((S)-4-(4-Fluoro-phenyl)-6-oxo-1,4,5,6-tetrahydro-pyridine-3-carboxylic acid (5-{1-[2-(tert-butyl-dimethyl-silanyloxy)-ethyl]-5-methyl-1H-pyrazol-3-yl}-2-methyl-phenyl)-amide). Solvent: C1CCOC1 (THF). Run at temperature 0 celsius, time 5 minute. Yields the product OCCN1N=C(C=C1C)C=1C=CC(=C(C1)NC(=O)C1=CNC(C[C@H]1C1=CC=C(C=C1)F)=O)C ((S)-4-(4-fluoro-phenyl)-6-oxo-1,4,5,6-tetrahydro-pyridine-3-carboxylic acid {5-[1-(2-hydroxy-ethyl)-5-methyl-1H-pyrazol-3-yl]-2-methyl-phenyl}-amide). Isolated yield 45.6%. As a reaction SMILES: [F-].C([N+](CCCC)(CCCC)CCCC)CCC.C([Si](C)(C)[O:24][CH2:25][CH2:26][N:27]1[C:31]([CH3:32])=[CH:30][C:29]([C:33]2[CH:34]=[CH:35][C:36]([CH3:56])=[C:37]([NH:39][C:40]([C:42]3[C@H:47]([C:48]4[CH:53]=[CH:52][C:51]([F:54])=[CH:50][CH:49]=4)[CH2:46][C:45](=[O:55])[NH:44][CH:43]=3)=[O:41])[CH:38]=2)=[N:28]1)(C)(C)C>C1COCC1>[OH:24][CH2:25][CH2:26][N:27]1[C:31]([CH3:32])=[CH:30][C:29]([C:33]2[CH:34]=[CH:35][C:36]([CH3:56])=[C:37]([NH:39][C:40]([C:42]3[C@H:47]([C:48]4[CH:49]=[CH:50][C:51]([F:54])=[CH:52][CH:53]=4)[CH2:46][C:45](=[O:55])[NH:44][CH:43]=3)=[O:41])[CH:38]=2)=[N:28]1 |f:0.1|. Reported procedure: A solution tetrabutylammonium fluoride (1M in THF) was added drop wise to a 0° C. solution of (S)-4-(4-Fluoro-phenyl)-6-oxo-1,4,5,6-tetrahydro-pyridine-3-carboxylic acid (5-{1-[2-(tert-butyl-dimethyl-silanyloxy)-ethyl]-5-methyl-1H-pyrazol-3-yl}-2-methyl-phenyl)-amide (66 mg) in THF. The mixture was stirred at 0° C. for five minutes and then stirred at room temperature for 18 hours. The mixture was partitioned between water and EtOAc. The organic layer was washed with water and brine, dried over ...